From a dataset of the Open Reaction Database (ORD), a public repository of structured organic reaction records. describe an organic reaction: reactants, conditions, products, and yield Starting materials: C(C)(C)(C)C1=C(C=C(C=C1)S(=O)(=O)Cl)F (4-t-butyl-3-fluorobenzene-1-sulfonyl chloride), BrC=1C=CC(=C2C=CC=NC12)N1N=C(C=C1N)C (1-(8-bromoquinolin-5-yl)-3-methyl-1H-pyrazol-5-amine), N1=CC=CC=C1 (pyridine). Reaction conditions: temperature 80 celsius. The product is NC=1C=CC(=C2C=CC=NC12)N1N=C(C=C1NS(=O)(=O)C1=CC(=C(C=C1)C(C)(C)C)F)C (N-(1-(8-aminoquinolin-5-yl)-3-methyl-1H-pyrazol-5-yl)-4-t-butyl-3-fluorobenzenesulfonamide). The yield is 62.0%. RXN SMILES: [C:1]([C:5]1[CH:10]=[CH:9][C:8]([S:11](Cl)(=[O:13])=[O:12])=[CH:7][C:6]=1[F:15])([CH3:4])([CH3:3])[CH3:2].Br[C:17]1[CH:18]=[CH:19][C:20]([N:27]2[C:31]([NH2:32])=[CH:30][C:29]([CH3:33])=[N:28]2)=[C:21]2[C:26]=1[N:25]=[CH:24][CH:23]=[CH:22]2.[N:34]1C=CC=CC=1>>[NH2:34][C:17]1[CH:18]=[CH:19][C:20]([N:27]2[C:31]([NH:32][S:11]([C:8]3[CH:9]=[CH:10][C:5]([C:1]([CH3:4])([CH3:3])[CH3:2])=[C:6]([F:15])[CH:7]=3)(=[O:13])=[O:12])=[CH:30][C:29]([CH3:33])=[N:28]2)=[C:21]2[C:26]=1[N:25]=[CH:24][CH:23]=[CH:22]2. Procedure: A stirring mixture of 4-t-butyl-3-fluorobenzene-1-sulfonyl chloride (prepared from Example 27 step c, 1.1 g, 4.2 mmol) and 1-(8-bromoquinolin-5-yl)-3-methyl-1H-pyrazol-5-amine (0.97 g, 3.2 mmol) in pyridine (5 mL) was heated at 80° C. for 15 h. After cooling to room temperature, the reaction mixture was concentrated in vacuo. The crude solid was recrystallized from hot ethanol (5 mL) and the resulting solid was collected by filtration to give the desired compound (0.10 g, 0.19 mmol, 62%). Starting materials: CN(C)c1ccncc1, COc1cc2nccc(Cl)c2cc1OC, Clc1ccccc1Cl, O, Cc1cc2ncccc2cc1O. Product: COc1cc2nccc(Oc3cc4cccnc4cc3C)c2cc1OC. Reaction SMILES: [CH3:29][N:30]([CH3:31])[c:32]1[cH:33][cH:34][n:35][cH:36][cH:37]1.[Cl:13][c:14]1[cH:15][cH:16][n:17][c:18]2[cH:19][c:20]([O:26][CH3:27])[c:21]([O:24][CH3:25])[cH:22][c:23]12.[Cl:38][c:39]1[cH:40][cH:41][cH:42][cH:43][c:44]1[Cl:45].[OH2:28].[OH:1][c:2]1[cH:3][c:4]2[cH:5][cH:6][cH:7][n:8][c:9]2[cH:10][c:11]1[CH3:12]>>[O:1]([c:2]1[cH:3][c:4]2[cH:5][cH:6][cH:7][n:8][c:9]2[cH:10][c:11]1[CH3:12])[c:14]1[cH:15][cH:16][n:17][c:18]2[cH:19][c:20]([O:26][CH3:27])[c:21]([O:24][CH3:25])[cH:22][c:23]12. Starting materials: C(C1=CC=CC=C1)NC1=CC=CC=C1 (N-benzylaniline), CC1=CC=C(C=C1)P(=O)(Cl)Cl (4-methylphenyl phosphonic dichloride). The product is CC1=CC=C(C=C1)P1(N(CC2=C1C=CC=C2)C2=CC=CC=C2)=O (1-(4-methylphenyl)-2-phenyl-2,3-dihydro-1H-2,1-benzazaphosphole-1-oxide). The yield is 7.0%. Reaction SMILES: [CH2:1]([NH:8][C:9]1[CH:14]=[CH:13][CH:12]=[CH:11][CH:10]=1)[C:2]1[CH:7]=[CH:6][CH:5]=[CH:4][CH:3]=1.[CH3:15][C:16]1[CH:21]=[CH:20][C:19]([P:22](Cl)(Cl)=[O:23])=[CH:18][CH:17]=1>>[CH3:15][C:16]1[CH:21]=[CH:20][C:19]([P:22]2(=[O:23])[C:3]3[CH:4]=[CH:5][CH:6]=[CH:7][C:2]=3[CH2:1][N:8]2[C:9]2[CH:14]=[CH:13][CH:12]=[CH:11][CH:10]=2)=[CH:18][CH:17]=1. Procedure details: The procedure of Example 26 was employed utilizing N-benzylaniline and 4-methylphenyl phosphonic dichloride to yield 1-(4-methylphenyl)-2-phenyl-2,3-dihydro-1H-2,1-benzazaphosphole-1-oxide (0.65 g, 7% yield) as a white solid having a melting point of 180°-181° C. and the following analysis: The reactants are C(C)(C)(C)OC(=O)N1C[C@@H]([C@H](CC1)C1=CC=C(C=C1)OCCCOCC1=C(C=CC=C1)OC)OCC1=CC=C2CCCN(C2=C1)CCN ((3R,4R)-3-[1-(2-amino-ethyl)-1,2,3,4-tetrahydro -quinolin-7-ylmethoxy]-4-[4-[3-(2-methoxy-benzyloxy)-propoxy]-phenyl]-piperidine-1-carboxylic acid tert-butyl ester), [O-]C#N.[Na+] (sodium cyanate), ice water, C([O-])(O)=O.[Na+] (sodium bicarbonate), Cl (HCl). Run in O1CCCC1 (tetrahydrofuran), O (water). Conditions: temperature 0 celsius, time 2 hour. Product: C(C)(C)(C)OC(=O)N1C[C@@H]([C@H](CC1)C1=CC=C(C=C1)OCCCOCC1=C(C=CC=C1)OC)OCC1=CC=C2CCCN(C2=C1)CCNC(=O)N ((3R,4R)-4-[4-[3-(2-methoxy-benzyloxy)-propoxy]-phenyl]-3-[1-(2-ureido-ethyl)-1,2,3,4-tetrahydro-quinolin-7-ylmethoxy]-piperidine-1-carboxylic acid tert-butyl ester). Isolated yield 85.3%. RXN SMILES: [C:1]([O:5][C:6]([N:8]1[CH2:13][CH2:12][C@H:11]([C:14]2[CH:19]=[CH:18][C:17]([O:20][CH2:21][CH2:22][CH2:23][O:24][CH2:25][C:26]3[CH:31]=[CH:30][CH:29]=[CH:28][C:27]=3[O:32][CH3:33])=[CH:16][CH:15]=2)[C@@H:10]([O:34][CH2:35][C:36]2[CH:45]=[C:44]3[C:39]([CH2:40][CH2:41][CH2:42][N:43]3[CH2:46][CH2:47][NH2:48])=[CH:38][CH:37]=2)[CH2:9]1)=[O:7])([CH3:4])([CH3:3])[CH3:2].[O-:49][C:50]#[N:51].[Na+].Cl.C(=O)(O)[O-].[Na+]>O1CCCC1.O>[C:1]([O:5][C:6]([N:8]1[CH2:13][CH2:12][C@H:11]([C:14]2[CH:19]=[CH:18][C:17]([O:20][CH2:21][CH2:22][CH2:23][O:24][CH2:25][C:26]3[CH:31]=[CH:30][CH:29]=[CH:28][C:27]=3[O:32][CH3:33])=[CH:16][CH:15]=2)[C@@H:10]([O:34][CH2:35][C:36]2[CH:45]=[C:44]3[C:39]([CH2:40][CH2:41][CH2:42][N:43]3[CH2:46][CH2:47][NH:48][C:50]([NH2:51])=[O:49])=[CH:38][CH:37]=2)[CH2:9]1)=[O:7])([CH3:3])([CH3:2])[CH3:4] |f:1.2,4.5|. Procedure details: To a solution of 0.103 g (0.156 mmol) (3R,4R)-3-[1-(2-amino-ethyl)-1,2,3,4-tetrahydro -quinolin-7-ylmethoxy]-4-[4-[3-(2-methoxy-benzyloxy)-propoxy]-phenyl]-piperidine-1-carboxylic acid tert-butyl ester [example 15(b)] in 2 ml of tetrahydrofuran was added a solution of 0.101 g (1.56 mmol, 10.0 equiv.) of sodium cyanate in 1 ml of water. The resulting suspension was cooled to 0° C. and 0.156 ml (0.156 mmol, 1.0 equiv.) of 1 N HCl solution was added dropwise. The reaction flask was stoppered and th...